From a dataset of the Open Reaction Database (ORD), a public repository of structured organic reaction records. describe an organic reaction: reactants, conditions, products, and yield Reactants: N (ammonia), FC1=C(C=CC=C1)CCN (2-(2-Fluoro-phenyl)-ethylamine), C1(OCCC2=CC=CC=C12)O (iso-chroman-1-ol), C(C)(=O)O (acetic acid), C(#N)[BH3-].[Na+] (sodium cyanoborohydride). The reagents and catalysts are C(C)(C)O.C(C)#N (iso-propanol acetonitrile). The solvent is CO (methanol). Reaction conditions: time 1 hour. The product is C(C)(C)(C)OC(N(CC1=C(C=CC=C1)CCO)CCC1=C(C=CC=C1)F)=O ([2-(2-Fluoro-phenyl)-ethyl]-[2-(2-hydroxy-ethyl)-benzyl]-carbamic acid tert-butyl ester). As a reaction SMILES: [F:1][C:2]1[CH:7]=[CH:6][CH:5]=[CH:4][C:3]=1[CH2:8][CH2:9][NH2:10].[CH:11]1(O)[C:20]2[C:15](=[CH:16][CH:17]=[CH:18][CH:19]=2)[CH2:14][CH2:13][O:12]1.C([BH3-])#N.[Na+].N.[C:27]([OH:30])(=[O:29])C>CO.C(O)(C)C.C(#N)C>[C:3]([O:30][C:27](=[O:29])[N:10]([CH2:9][CH2:8][C:3]1[CH:4]=[CH:5][CH:6]=[CH:7][C:2]=1[F:1])[CH2:11][C:20]1[CH:19]=[CH:18][CH:17]=[CH:16][C:15]=1[CH2:14][CH2:13][OH:12])([CH3:8])([CH3:4])[CH3:2] |f:2.3,7.8|. Procedure details: 2-(2-Fluoro-phenyl)-ethylamine (0.34 mL) was added to a solution of iso-chroman-1-ol (0.26 g) and acetic acid (0.1 mL) in methanol (5 mL). After stirring for 1 hour, sodium cyanoborohydride (0.17 g) was added and stirred for 18 hours. A few drops of 0.880 ammonia solution was added and the resulting mixture concentrated. The residue was dissolved in methanol (5 mL) and loaded onto a conditioned SCX cartridge (10 g Varian). The cartridge was washed with methanol (3×20 mL), then eluted with a meth... Reactants: N(=[N+]=[N-])CCSC=1N=CN2C1SC=C2 (7-(2-Azidoethyl)thioimidazo[5,1-b]thiazole), [H][H] (hydrogen), C1CCOC1 (THF), Cl (hydrochloric acid). Reagents/catalysts: [Pd] (Pd-C). Run in O (water). Run at time 6 hour. The product is C(=O)NCCSC=1N=CN2C1SC=C2 (7-(2-Formylaminoethyl)thioimidazo[5,1-b]thiazole). As a reaction SMILES: [N:1]([CH2:4][CH2:5][S:6][C:7]1[N:8]=[CH:9][N:10]2[CH:14]=[CH:13][S:12][C:11]=12)=[N+]=[N-].C1C[O:18][CH2:17]C1.Cl.[H][H]>[Pd].O>[CH:17]([NH:1][CH2:4][CH2:5][S:6][C:7]1[N:8]=[CH:9][N:10]2[CH:14]=[CH:13][S:12][C:11]=12)=[O:18]. Reported procedure: 7-(2-Azidoethyl)thioimidazo[5,1-b]thiazole (397 mg) was dissolved in a mixed solvent composed of 10 ml of THF and 10 ml of water. A 1 N aqueous hydrochloric acid solution (5.3 ml) and 200 mg of 10% Pd-C were added to the solution. The air in the reaction vessel was replaced by hydrogen, and the contents of the reaction vessel were stirred at room temperature for 6 hr. The catalyst was removed by filtration on Celite, and was then washed with water. The filtrate was concentrated under the reduced... Starting materials: P(=O)(OCC)(OCC)OCC (triethyl phosphate), O=P12OP3(=O)OP(=O)(O1)OP(=O)(O2)O3 (phosphorous pentoxide), C1(CC(CCC1)=O)=O (Cyclohexane-1,3-dione), C(C)S(=O)(=O)C=1C=C(C#N)C=CC1C=O (3-(ethylsulfonyl)-4-formylbenzonitrile), FC(C=1C=C(C=CC1)NC(=O)N)(F)F (1-(3-(trifluoromethyl)phenyl)urea). The solvent is COC(C)(C)C (tert-butyl methyl ether). Run at temperature 50 celsius. The product is O=C1N(C=2CCCC(C2C(N1)C1=C(C=C(C#N)C=C1)S(=O)(=O)CC)=O)C1=CC(=CC=C1)C(F)(F)F (4-(2,5-Dioxo-1-(3-(trifluoromethyl)phenyl)-1,2,3,4,5,6,7,8-octahydroquinazolin-4-yl)-3-(ethylsulfonyl)benzonitrile). As a reaction SMILES: P(OCC)(OCC)(OCC)=O.O=P12OP3(OP(OP(O3)(O1)=O)(=O)O2)=O.[C:26]1(=[O:33])[CH2:31][CH2:30][CH2:29][C:28](=O)[CH2:27]1.[CH2:34]([S:36]([C:39]1[CH:40]=[C:41]([CH:44]=[CH:45][C:46]=1[CH:47]=O)[C:42]#[N:43])(=[O:38])=[O:37])[CH3:35].[F:49][C:50]([F:62])([F:61])[C:51]1[CH:52]=[C:53]([NH:57][C:58]([NH2:60])=[O:59])[CH:54]=[CH:55][CH:56]=1>COC(C)(C)C>[O:59]=[C:58]1[NH:60][CH:47]([C:46]2[CH:45]=[CH:44][C:41]([C:42]#[N:43])=[CH:40][C:39]=2[S:36]([CH2:34][CH3:35])(=[O:37])=[O:38])[C:27]2[C:26](=[O:33])[CH2:31][CH2:30][CH2:29][C:28]=2[N:57]1[C:53]1[CH:54]=[CH:55][CH:56]=[C:51]([C:50]([F:49])([F:61])[F:62])[CH:52]=1. Procedure: A mixture of triethyl phosphate (4.6 mL, 26.9 mmol) and phosphorous pentoxide (2.54 g, 17.9 mmol) is heated at 50° C. over night and dilutet with tert-butyl methyl ether (45 mL). Cyclohexane-1,3-dione (3.77 g, 33.6 mmol), 3-(ethylsulfonyl)-4-formylbenzonitrile (5.00 g, 22.4 mmol) and 1-(3-(trifluoromethyl)phenyl)urea (4.57 g, 22.4 mmol) are added, and the mixture is heated at reflux for 4 h. The mixture is cooled at room temperature and concentrated under reduced pressure. The residue is purifie... Reactants: CN(C)C1=CC=C(C=C1)N=NC2=CC=C(C=C2)S(=O)(=O)Cl (4-dimethylaminoazobenzene-4′-sulfonyl chloride), NCCCCN1C=NC=2C(=NC(=C(C21)C)C)N (1-(4-aminobutyl)-6,7-dimethyl-1H-imidazo[4,5-c]pyridin-4-amine). Product: NC1=NC(=C(C2=C1N=CN2CCCCNS(=O)(=O)C2=CC=C(C=C2)\N=N\C2=CC=C(C=C2)N(C)C)C)C (N-[4-(4-amino-6,7-dimethyl-1H-imidazol[4,5-c]pyridin-1-yl)butyl]-4-{(E)-[4-(dimethylamino)phenyl]diazenyl}benzenesulfonamide). Reaction SMILES: [CH3:1][N:2]([C:4]1[CH:9]=[CH:8][C:7]([N:10]=[N:11][C:12]2[CH:17]=[CH:16][C:15]([S:18](Cl)(=[O:20])=[O:19])=[CH:14][CH:13]=2)=[CH:6][CH:5]=1)[CH3:3].[NH2:22][CH2:23][CH2:24][CH2:25][CH2:26][N:27]1[C:35]2[C:34]([CH3:36])=[C:33]([CH3:37])[N:32]=[C:31]([NH2:38])[C:30]=2[N:29]=[CH:28]1>>[NH2:38][C:31]1[C:30]2[N:29]=[CH:28][N:27]([CH2:26][CH2:25][CH2:24][CH2:23][NH:22][S:18]([C:15]3[CH:16]=[CH:17][C:12](/[N:11]=[N:10]/[C:7]4[CH:8]=[CH:9][C:4]([N:2]([CH3:3])[CH3:1])=[CH:5][CH:6]=4)=[CH:13][CH:14]=3)(=[O:20])=[O:19])[C:35]=2[C:34]([CH3:36])=[C:33]([CH3:37])[N:32]=1. Reported procedure: Using the method of Examples 15-29 4-dimethylaminoazobenzene-4′-sulfonyl chloride was reached with of 1-(4-aminobutyl)-6,7-dimethyl-1H-imidazo[4,5-c]pyridin-4-amine to provide the desired product. The observed accurate mass was 521.2452. Reactants: O=C(Cl)Cl, NC1CCCC(C(F)(F)F)C1, Cc1ccccc1C. The product is O=C=NC1CCCC(C(F)(F)F)C1. As a reaction SMILES: [Cl:1][C:2]([Cl:3])=[O:4].[F:5][C:6]([CH:7]1[CH2:8][CH:9]([NH2:13])[CH2:10][CH2:11][CH2:12]1)([F:14])[F:15].[c:16]1([CH3:17])[c:18]([CH3:19])[cH:20][cH:21][cH:22][cH:23]1>>[C:2](=[O:4])=[N:13][CH:9]1[CH2:8][CH:7]([C:6]([F:5])([F:14])[F:15])[CH2:12][CH2:11][CH2:10]1. The reactants are BrC1=CC(=C(OCCCOC=2C=C3CC[C@H](C3=CC2)CC(=O)OCC)C=C1)OC (ethyl {(1S)-5-[3-(4-bromo-2-methoxyphenoxy)propoxy]-2,3-dihydro-1H-inden-1-yl}acetate), C(=O)(O)[O-].[Na+] (NaHCO3), S1C=C(C=C1)B(O)O (3-thiopheneboronic acid), C(Cl)Cl (CH2Cl2). Reagents/catalysts: C1=CC=C(C=C1)P([C-]2C=CC=C2)C3=CC=CC=C3.C1=CC=C(C=C1)P([C-]2C=CC=C2)C3=CC=CC=C3.Cl[Pd]Cl.[Fe+2] (PdCl2(dppf)). The solvent is COCCOC (DME), O (water). Reaction conditions: temperature 80 celsius, time 24 hour. The product is COC1=C(OCCCOC=2C=C3CC[C@H](C3=CC2)CC(=O)OCC)C=CC(=C1)C1=CSC=C1 (ethyl ((1S)-5-{3-[2-methoxy-4-(3-thienyl)phenoxy]propoxy}-2,3-dihydro-1H-inden-1-yl)acetate). The yield is 59.3%. RXN SMILES: Br[C:2]1[CH:27]=[CH:26][C:5]([O:6][CH2:7][CH2:8][CH2:9][O:10][C:11]2[CH:12]=[C:13]3[C:17](=[CH:18][CH:19]=2)[C@H:16]([CH2:20][C:21]([O:23][CH2:24][CH3:25])=[O:22])[CH2:15][CH2:14]3)=[C:4]([O:28][CH3:29])[CH:3]=1.[S:30]1[CH:34]=[CH:33][C:32](B(O)O)=[CH:31]1.C(Cl)Cl.C([O-])(O)=O.[Na+]>COCCOC.O.C1C=CC(P(C2C=CC=CC=2)[C-]2C=CC=C2)=CC=1.C1C=CC(P(C2C=CC=CC=2)[C-]2C=CC=C2)=CC=1.Cl[Pd]Cl.[Fe+2]>[CH3:29][O:28][C:4]1[CH:3]=[C:2]([C:32]2[CH:33]=[CH:34][S:30][CH:31]=2)[CH:27]=[CH:26][C:5]=1[O:6][CH2:7][CH2:8][CH2:9][O:10][C:11]1[CH:12]=[C:13]2[C:17](=[CH:18][CH:19]=1)[C@H:16]([CH2:20][C:21]([O:23][CH2:24][CH3:25])=[O:22])[CH2:15][CH2:14]2 |f:3.4,7.8.9.10|. Procedure: Ethyl {(1S)-5-[3-(4-bromo-2-methoxyphenoxy)propoxy]-2,3-dihydro-1H-inden-1-yl}acetate (140 mg, 0.3 mmol) (Example 97), 3-thiopheneboronic acid (81.2 mg, 0.63 mmol), PdCl2(dppf).CH2Cl2 (90.5 mg, 0.07 mmol), and NaHCO3 (76.1 mg, 0.91 mmol) were suspended in DME (10 mL) and water (1 mL). The reaction mixture was degassed under vacuum for 3 min, and then purged with argon, after which the reaction mixture was agitated by orbital shaker at 80° C. for 24 h, and then at rt for 24 h. The reaction mixtur... Reactants: C1CCOC1, C=CCCCn1cnc2c(F)c(Nc3ccc(Br)cc3C)c(C(=O)OC)cc21, CO, [Na+], [OH-]. The product is C=CCCCn1cnc2c(F)c(Nc3ccc(Br)cc3C)c(C(=O)O)cc21. As a reaction SMILES: [CH2:29]1[O:30][CH2:31][CH2:32][CH2:33]1.[CH3:1][O:2][C:3](=[O:4])[c:5]1[cH:6][c:7]2[c:8]([n:9][cH:10][n:11]2[CH2:12][CH2:13][CH2:14][CH:15]=[CH2:16])[c:17]([F:28])[c:18]1[NH:19][c:20]1[c:21]([CH3:27])[cH:22][c:23]([Br:26])[cH:24][cH:25]1.[CH3:34][OH:35].[Na+:37].[OH-:36]>>[O:2]=[C:3]([OH:4])[c:5]1[cH:6][c:7]2[c:8]([n:9][cH:10][n:11]2[CH2:12][CH2:13][CH2:14][CH:15]=[CH2:16])[c:17]([F:28])[c:18]1[NH:19][c:20]1[c:21]([CH3:27])[cH:22][c:23]([Br:26])[cH:24][cH:25]1.